From a dataset of the Open Reaction Database (ORD), a public repository of structured organic reaction records. describe an organic reaction: reactants, conditions, products, and yield Starting materials: C=1(C(=CC=CC1)C(=O)CCC1=CC(=CC2=C1NC(O2)=O)C#N)C2=CC=CC=C2 ([[1,1′]-biphenylcarbonyl]ethyl-6-cyanobenzoxazolinone), C(C1=CC=CC=C1)(=N)N (benzamidine), C([O-])([O-])=O.[NH4+].[NH4+] (ammonium carbonate), crude material. Yields the product C1(=CC=C(C=C1)C(=O)CCC1=CC(=CC2=C1NC(O2)=O)C(N)=N)C2=CC=CC=C2 ([4-biphenylcarbonyl]ethyl-6-amidinobenzoxazolinone). RXN SMILES: [C:1]1(C2C=CC=CC=2)[C:2]([C:7]([CH2:9][CH2:10][C:11]2[C:16]3[NH:17][C:18](=[O:20])[O:19][C:15]=3[CH:14]=[C:13]([C:21]#[N:22])[CH:12]=2)=[O:8])=[CH:3][CH:4]=[CH:5][CH:6]=1.C(N)(=N)[C:30]1[CH:35]=[CH:34][CH:33]=[CH:32][CH:31]=1.C(=O)([O-])[O-].[NH4+:42].[NH4+]>>[C:5]1([C:30]2[CH:35]=[CH:34][CH:33]=[CH:32][CH:31]=2)[CH:4]=[CH:3][C:2]([C:7]([CH2:9][CH2:10][C:11]2[C:16]3[NH:17][C:18](=[O:20])[O:19][C:15]=3[CH:14]=[C:13]([C:21](=[NH:22])[NH2:42])[CH:12]=2)=[O:8])=[CH:1][CH:6]=1 |f:2.3.4|. Procedure: 6-Cyanobenzoxazolinone (5.0 mmol, 0.80 g) was synthesized as previously described and added to a solution of 3-[1,1′]-biphenyl-1,2-propen-3-one (5.0 mmol, 1.04 g) and triethylamine (10.00 mmol, 1.39 mL) in 40 mL acetonitrile. The reaction mixture was warmed from ambient temperature to 77° C. for 2h. The reaction mixture was concentrated and placed under high vaccum to give the crude product. The crude material was used directly. LRMS: m/z 386 (M+NH4,100). The 1N-[[1,1′]-biphenylcarbonyl]ethyl-6-... The reactants are [N+](=O)([O-])C1=C(C=CC=C1)B(O)O (2-nitrobenzeneboronic acid), BrC1=CC=2N=CN=C(C2S1)NC1=CC=C(C=C1)NC1=CC=C(C=C1)OC (N-(6-Bromo-thieno[3,2-d]pyrimidin-4-yl)-N′-(4-methoxy-phenyl)-benzene-1,4-diamine). The product is COC1=CC=C(C=C1)NC1=CC=C(C=C1)NC=1C2=C(N=CN1)C=C(S2)C2=C(C=CC=C2)[N+](=O)[O-] (N-(4-Methoxy-phenyl)-N′-[6-(2-nitro-phenyl)-thieno[3,2-d]pyrimidin-4-yl]-benzene -1,4-diamine). Reaction SMILES: [N+:1]([C:4]1[CH:9]=[CH:8][CH:7]=[CH:6][C:5]=1B(O)O)([O-:3])=[O:2].Br[C:14]1[S:22][C:21]2[C:20]([NH:23][C:24]3[CH:29]=[CH:28][C:27]([NH:30][C:31]4[CH:36]=[CH:35][C:34]([O:37][CH3:38])=[CH:33][CH:32]=4)=[CH:26][CH:25]=3)=[N:19][CH:18]=[N:17][C:16]=2[CH:15]=1>>[CH3:38][O:37][C:34]1[CH:35]=[CH:36][C:31]([NH:30][C:27]2[CH:26]=[CH:25][C:24]([NH:23][C:20]3[C:21]4[S:22][C:14]([C:5]5[CH:6]=[CH:7][CH:8]=[CH:9][C:4]=5[N+:1]([O-:3])=[O:2])=[CH:15][C:16]=4[N:17]=[CH:18][N:19]=3)=[CH:29][CH:28]=2)=[CH:32][CH:33]=1. Procedure details: The title compound was prepared from 2-nitrobenzeneboronic acid and N-(6-Bromo-thieno[3,2-d]pyrimidin-4-yl)-N′-(4-methoxy-phenyl)-benzene-1,4-diamine by a procedure analogous to example 2. M.P. 228-237° C. ; LC-MS: 383.56 (MH+); HPLC RT: 6.885 minutes.